Dataset: the Open Reaction Database (ORD), a public repository of structured organic reaction records. Task: describe an organic reaction: reactants, conditions, products, and yield Reactants: COC(=O)C#N, CCC1C(=O)NCC1Cc1cncn1C, CCCCCC, CC(C)NC(C)C, C1CCOC1. Product: CCC1C(=O)N(C(=O)OC)CC1Cc1cncn1C. RXN SMILES: [C:23](#[N:24])[C:25](=[O:26])[O:27][CH3:28].[CH2:8]([CH3:9])[CH:10]1[C:11](=[O:22])[NH:12][CH2:13][CH:14]1[CH2:15][c:16]1[cH:17][n:18][cH:19][n:20]1[CH3:21].[CH3:34][CH2:35][CH2:36][CH2:37][CH2:38][CH3:39].[CH:1]([NH:2][CH:3]([CH3:4])[CH3:5])([CH3:6])[CH3:7].[O:29]1[CH2:30][CH2:31][CH2:32][CH2:33]1>>[CH2:8]([CH3:9])[CH:10]1[C:11](=[O:22])[N:12]([C:25](=[O:26])[O:27][CH3:28])[CH2:13][CH:14]1[CH2:15][c:16]1[cH:17][n:18][cH:19][n:20]1[CH3:21]. The reactants are COC(C(CC=1C(=NC(=NC1)Cl)Cl)C1=C(C=CC=C1Cl)Cl)=O (2-(2,6-dichloro-phenyl)-3-(2,4-dichloro-pyrimidin-5-yl)-propionic acid methyl ester), NC1=CC=CC=C1 (aniline). Run at temperature 110 celsius. The product is COC(C(CC=1C(=NC(=NC1)NC1=CC=CC=C1)NC1=CC=CC=C1)C1=C(C=CC=C1Cl)Cl)=O (3-(2,4-diphenylamino-pyrimidin-5-yl)-2-(2,6-dichloro-phenyl)-propionic acid methyl ester). Reaction SMILES: [CH3:1][O:2][C:3](=[O:22])[CH:4]([C:14]1[C:19]([Cl:20])=[CH:18][CH:17]=[CH:16][C:15]=1[Cl:21])[CH2:5][C:6]1[C:7](Cl)=[N:8][C:9](Cl)=[N:10][CH:11]=1.[NH2:23][C:24]1[CH:29]=[CH:28][CH:27]=[CH:26][CH:25]=1>>[CH3:1][O:2][C:3](=[O:22])[CH:4]([C:14]1[C:19]([Cl:20])=[CH:18][CH:17]=[CH:16][C:15]=1[Cl:21])[CH2:5][C:6]1[C:7]([NH:23][C:24]2[CH:29]=[CH:28][CH:27]=[CH:26][CH:25]=2)=[N:8][C:9]([NH:23][C:24]2[CH:29]=[CH:28][CH:27]=[CH:26][CH:25]=2)=[N:10][CH:11]=1. Procedure: A mixture of 2-(2,6-dichloro-phenyl)-3-(2,4-dichloro-pyrimidin-5-yl)-propionic acid methyl ester (0.20 g, 0.53 mmol) (from Example 2a supra) and aniline (2.0 ml) (Aldrich) was heated at 110° C. for 2 hours. The reaction mixture was washed with hexanes (50 mL×3) and the supernatant was decanted off after each time. The residue was then dissolved in ethyl acetate (100 mL) and successively washed with saturated aqueous ammonium chloride solution (30 mL), water (30 mL) and brine (30 mL), dried over ... Reactants: CC1Cc2ccc(Br)cc2C(c2ccc([N+](=O)[O-])cc2)=NN1C(N)=O, CCO. As a reaction SMILES: [Br:1][c:2]1[cH:3][c:4]2[c:5]([cH:24][cH:25]1)[CH2:6][CH:7]([CH3:23])[N:8]([C:20]([NH2:21])=[O:22])[N:9]=[C:10]2[c:11]1[cH:12][cH:13][c:14]([N+:17]([O-:18])=[O:19])[cH:15][cH:16]1.[CH3:26][CH2:27][OH:28]>>[Br:1][c:2]1[cH:3][c:4]2[c:5]([cH:24][cH:25]1)[CH2:6][CH:7]([CH3:23])[N:8]([C:20]([NH2:21])=[O:22])[N:9]=[C:10]2[c:11]1[cH:12][cH:13][c:14]([NH2:17])[cH:15][cH:16]1. Yields the product CC1Cc2ccc(Br)cc2C(c2ccc(N)cc2)=NN1C(N)=O. Starting materials: O=C(NCCc1ccc(Br)cc1)C(F)(F)F, [C-]#N, CN1CCCC1=O, [Na+]. Yields the product N#Cc1ccc(CCNC(=O)C(F)(F)F)cc1. RXN SMILES: [Br:1][c:2]1[cH:3][cH:4][c:5]([CH2:6][CH2:7][NH:8][C:9]([C:10]([F:11])([F:12])[F:13])=[O:14])[cH:15][cH:16]1.[C-:17]#[N:18].[CH3:20][N:21]1[CH2:22][CH2:23][CH2:24][C:25]1=[O:26].[Na+:19]>>[c:2]1([C:17]#[N:18])[cH:3][cH:4][c:5]([CH2:6][CH2:7][NH:8][C:9]([C:10]([F:11])([F:12])[F:13])=[O:14])[cH:15][cH:16]1. Reactants: ClC1=NC=CC2=C1C=C(S2)S(=O)[O-].[Li+] (Lithium 4-chlorothieno[3,2-c]pyridine-2-sulfinate), ClC=1C=CC(=C(CBr)C1)C(F)(F)F (5-chloro-2-(trifluoromethyl)benzylbromide), C(C)(C)(C)OC(=O)N1CCNCC1 (tert-butyl-piperazine-1-carboxylate). Run in C(C)#N (acetonitrile). Product: ClC=1C=CC(=C(CS(=O)(=O)C2=CC=3C(=NC=CC3S2)N2CCN(CC2)C(=O)OC(C)(C)C)C1)C(F)(F)F (tert-Butyl 4-(2-{[5-chloro-2-(trifluoromethyl)benzyl]sulfonyl}thieno[3,2-c]pyridin-4-yl)piperazine-1-carboxylate). As a reaction SMILES: Cl[C:2]1[C:7]2[CH:8]=[C:9]([S:11]([O-:13])=[O:12])[S:10][C:6]=2[CH:5]=[CH:4][N:3]=1.[Li+].[Cl:15][C:16]1[CH:17]=[CH:18][C:19]([C:24]([F:27])([F:26])[F:25])=[C:20]([CH:23]=1)[CH2:21]Br.[C:28]([O:32][C:33]([N:35]1[CH2:40][CH2:39][NH:38][CH2:37][CH2:36]1)=[O:34])([CH3:31])([CH3:30])[CH3:29]>C(#N)C>[Cl:15][C:16]1[CH:17]=[CH:18][C:19]([C:24]([F:27])([F:26])[F:25])=[C:20]([CH:23]=1)[CH2:21][S:11]([C:9]1[S:10][C:6]2[CH:5]=[CH:4][N:3]=[C:2]([N:38]3[CH2:37][CH2:36][N:35]([C:33]([O:32][C:28]([CH3:31])([CH3:30])[CH3:29])=[O:34])[CH2:40][CH2:39]3)[C:7]=2[CH:8]=1)(=[O:13])=[O:12] |f:0.1|. Procedure details: Lithium 4-chlorothieno[3,2-c]pyridine-2-sulfinate (0.44 mmol) was treated with 5-chloro-2-(trifluoromethyl)benzylbromide (0.59 mmol) as described in Method P above and then reacted further with tert-butyl-piperazine-1-carboxylate as described in Method Q. Yield 0.019 g (7.5% over two steps). Beige solid. 1H NMR (300 MHz, CDCl3) δ 8.12-8.14 (m, 1H), 7.80-7.88 (m, 2H), 7.47-7.66 (m, 2H), 4.71 (s, 2H), 3.74-3.83 (m, 4H), 3.63-3.72 (m, 4H), 1.49 (s, 9H); MS (ESI+) for C24H25ClF3N3O4S2 m/z 576 (M+H)+...